From a dataset of the Open Reaction Database (ORD), a public repository of structured organic reaction records. describe an organic reaction: reactants, conditions, products, and yield The reactants are Cc1cnc(Cl)c2ncc(Br)n12, CCN(C(C)C)C(C)C, Cl, NCc1ccc(S(N)(=O)=O)cc1. Product: Cc1cnc(NCc2ccc(S(N)(=O)=O)cc2)c2ncc(Br)n12. As a reaction SMILES: [Br:1][c:2]1[cH:3][n:4][c:5]2[n:6]1[c:7]([CH3:12])[cH:8][n:9][c:10]2[Cl:11].[CH:26]([N:27]([CH2:28][CH3:29])[CH:30]([CH3:31])[CH3:32])([CH3:33])[CH3:34].[ClH:13].[NH2:14][CH2:15][c:16]1[cH:17][cH:18][c:19]([S:22](=[O:23])(=[O:24])[NH2:25])[cH:20][cH:21]1>>[Br:1][c:2]1[cH:3][n:4][c:5]2[n:6]1[c:7]([CH3:12])[cH:8][n:9][c:10]2[NH:14][CH2:15][c:16]1[cH:17][cH:18][c:19]([S:22](=[O:23])(=[O:24])[NH2:25])[cH:20][cH:21]1. Reactants: C1(=CC=CC=C1)N([C@@H](CC(C)C)C(=O)NN=CCCNC(=O)OC(C)(C)C)CCC (PhPr-Leu-NH—N═CH(CH2)2—NH-Boc), [BH3-]C#N.[Na+] (NaBH3CN), Z-hydrazines, C(C)(=O)O (acetic acid). The solvent is C1CCOC1 (THF). Reaction conditions: time 8 hour. Yields the product C1(=CC=CC=C1)N([C@@H](CC(C)C)C(=O)NNCCCNC(=O)OC(C)(C)C)CCC (PhPr-Leu-NHNH(CH2)3—NH-Boc). The yield is 59.0%. As a reaction SMILES: [C:1]1([N:7]([CH2:28][CH2:29][CH3:30])[C@H:8]([C:13]([NH:15][N:16]=[CH:17][CH2:18][CH2:19][NH:20][C:21]([O:23][C:24]([CH3:27])([CH3:26])[CH3:25])=[O:22])=[O:14])[CH2:9][CH:10]([CH3:12])[CH3:11])[CH:6]=[CH:5][CH:4]=[CH:3][CH:2]=1.[BH3-]C#N.[Na+].C(O)(=O)C>C1COCC1>[C:1]1([N:7]([CH2:28][CH2:29][CH3:30])[C@H:8]([C:13]([NH:15][NH:16][CH2:17][CH2:18][CH2:19][NH:20][C:21]([O:23][C:24]([CH3:27])([CH3:26])[CH3:25])=[O:22])=[O:14])[CH2:9][CH:10]([CH3:12])[CH3:11])[CH:6]=[CH:5][CH:4]=[CH:3][CH:2]=1 |f:1.2|. Reported procedure: This procedure is based on the method used by Gallina et al. to synthesize a series of Z-hydrazines [Calbretta et al, Eur. J. Med. Chem. 30, 931 -941 (1995); incorporated herein by reference]. PhPr-Leu-NH—N═CH(CH2)2—NH-Boc (1.928 g, 4.46 mmol) and NaBH3CN (5 eq, 1.400 g, 22.3 mmol) were dissolved in anhydrous THF (23 mL). Glacial acetic acid (104 eq, 27.85 g, 464 mmol, 26.5 mL) was added dropwise to the solution, and the reaction mixture was allowed to stir at rt overnight. The solvents were eva... Reactants: peroxide, ( P ), C1(=CC=CC=C1)O (phenol), ketone peroxide, S(=O)(=O)([O-])[O-].[In+3].S(=O)(=O)([O-])[O-].S(=O)(=O)([O-])[O-].[In+3] (indium sulfate). Product: C=1(O)C(O)=CC=CC1 (catechol), C1(O)=CC=C(O)C=C1 (hydroquinone). Reaction SMILES: [C:1]1([OH:7])[CH:6]=[CH:5][CH:4]=[CH:3][CH:2]=1.S([O-])([O-])(=O)=[O:9].[In+3].S([O-])([O-])(=O)=[O:15].S([O-])([O-])(=O)=O.[In+3]>>[C:1]1([C:6](=[CH:5][CH:4]=[CH:3][CH:2]=1)[OH:9])[OH:7].[C:1]1([CH:6]=[CH:5][C:4]([OH:15])=[CH:3][CH:2]=1)[OH:7] |f:1.2.3.4.5|. Procedure: With 10 g. (106 m.moles) of phenol was admixed the ketone peroxide as listed in Table 3 so that a peroxide amount (P) may be 5.30. To the mixture was added 0.70 g. of indium sulfate (In2 (SO4)3.9H2O) and then the reaction was carried out at 100° C. for 30 minutes. Yields of catechol and hydroquinone are shown in Table 3. Reactants: COc1cc(CNC2CCC(N(C)C(=O)OC(C)(C)C)CC2)cc(-c2ccncc2)c1, O=C(Cl)c1sc2c(F)ccc(F)c2c1Cl. The product is COc1cc(CN(C(=O)c2sc3c(F)ccc(F)c3c2Cl)C2CCC(N(C)C(=O)OC(C)(C)C)CC2)cc(-c2ccncc2)c1. Reaction SMILES: [CH3:1][O:2][c:3]1[cH:4][c:5]([CH2:6][NH:7][CH:8]2[CH2:9][CH2:10][CH:11]([N:14]([C:15]([O:16][C:17]([CH3:18])([CH3:19])[CH3:20])=[O:21])[CH3:22])[CH2:12][CH2:13]2)[cH:23][c:24](-[c:26]2[cH:27][cH:28][n:29][cH:30][cH:31]2)[cH:25]1.[Cl:32][c:33]1[c:34]2[c:35]([s:36][c:37]1[C:38](=[O:39])[Cl:40])[c:41]([F:46])[cH:42][cH:43][c:44]2[F:45]>>[CH3:1][O:2][c:3]1[cH:4][c:5]([CH2:6][N:7]([CH:8]2[CH2:9][CH2:10][CH:11]([N:14]([C:15]([O:16][C:17]([CH3:18])([CH3:19])[CH3:20])=[O:21])[CH3:22])[CH2:12][CH2:13]2)[C:38]([c:37]2[c:33]([Cl:32])[c:34]3[c:35]([s:36]2)[c:41]([F:46])[cH:42][cH:43][c:44]3[F:45])=[O:39])[cH:23][c:24](-[c:26]2[cH:27][cH:28][n:29][cH:30][cH:31]2)[cH:25]1.